Dataset: the Open Reaction Database (ORD), a public repository of structured organic reaction records. Task: describe an organic reaction: reactants, conditions, products, and yield Reactants: C1CCOC1, CON(C)C(=O)C1CN(Cc2ccccc2)CC1c1ccc(Cl)c(Cl)c1. Yields the product O=CC1CN(Cc2ccccc2)CC1c1ccc(Cl)c(Cl)c1. As a reaction SMILES: [CH2:27]1[O:28][CH2:29][CH2:30][CH2:31]1.[CH3:1][O:2][N:3]([C:4](=[O:5])[CH:6]1[CH2:7][N:8]([CH2:19][c:20]2[cH:21][cH:22][cH:23][cH:24][cH:25]2)[CH2:9][CH:10]1[c:11]1[cH:12][c:13]([Cl:18])[c:14]([Cl:17])[cH:15][cH:16]1)[CH3:26]>>[CH:4](=[O:5])[CH:6]1[CH2:7][N:8]([CH2:19][c:20]2[cH:21][cH:22][cH:23][cH:24][cH:25]2)[CH2:9][CH:10]1[c:11]1[cH:12][c:13]([Cl:18])[c:14]([Cl:17])[cH:15][cH:16]1. Starting materials: COc1cc(-c2cccc(-c3cccc(C(F)(F)F)n3)c2)ccc1O, CC(=O)O, O=[N+]([O-])O. Yields the product COc1cc(-c2cccc(-c3cccc(C(F)(F)F)n3)c2)cc([N+](=O)[O-])c1O. As a reaction SMILES: [CH3:1][O:2][c:3]1[cH:4][c:5](-[c:10]2[cH:11][c:12](-[c:16]3[n:17][c:18]([C:22]([F:23])([F:24])[F:25])[cH:19][cH:20][cH:21]3)[cH:13][cH:14][cH:15]2)[cH:6][cH:7][c:8]1[OH:9].[CH3:30][C:31](=[O:32])[OH:33].[OH:26][N+:27]([O-:28])=[O:29]>>[CH3:1][O:2][c:3]1[cH:4][c:5](-[c:10]2[cH:11][c:12](-[c:16]3[n:17][c:18]([C:22]([F:23])([F:24])[F:25])[cH:19][cH:20][cH:21]3)[cH:13][cH:14][cH:15]2)[cH:6][c:7]([N+:27](=[O:26])[O-:28])[c:8]1[OH:9]. The reactants are CCO, NN, O=C1NC(=O)c2ccccc21, O, O=C(C1CC1)N1CCC(Cc2nn(CCN3C(=O)c4ccccc4C3=O)c(=O)n2-c2ccc(-c3ccc4occc4c3)cc2)C1. The product is NCCn1nc(CC2CCN(C(=O)C3CC3)C2)n(-c2ccc(-c3ccc4occc4c3)cc2)c1=O. As a reaction SMILES: [CH3:60][CH2:61][OH:62].[NH2:47][NH2:48].[O:49]=[C:50]1[c:51]2[c:52]([cH:53][cH:54][cH:55][cH:56]2)[C:57](=[O:58])[NH:59]1.[OH2:46].[o:1]1[cH:2][cH:3][c:4]2[c:5]1[cH:6][cH:7][c:8](-[c:10]1[cH:11][cH:12][c:13](-[n:16]3[c:17]([CH2:35][CH:36]4[CH2:37][N:38]([C:41](=[O:42])[CH:43]5[CH2:44][CH2:45]5)[CH2:39][CH2:40]4)[n:18][n:19]([CH2:22][CH2:23][N:24]4[C:25](=[O:26])[c:27]5[c:28]([cH:29][cH:30][cH:31][cH:32]5)[C:33]4=[O:34])[c:20]3=[O:21])[cH:14][cH:15]1)[cH:9]2>>[o:1]1[cH:2][cH:3][c:4]2[c:5]1[cH:6][cH:7][c:8](-[c:10]1[cH:11][cH:12][c:13](-[n:16]3[c:17]([CH2:35][CH:36]4[CH2:37][N:38]([C:41](=[O:42])[CH:43]5[CH2:44][CH2:45]5)[CH2:39][CH2:40]4)[n:18][n:19]([CH2:22][CH2:23][NH2:24])[c:20]3=[O:21])[cH:14][cH:15]1)[cH:9]2. The reactants are C(C)C(/C(=C(/C(=O)[O-])\CC)/C)(P(=O)(O)O)CC (triethyl-3-methyl-4-phosphonocrotonate), [H-].[Na+] (sodium hydride), C(OC)COC (dimethoxyethane), ClC=1C=C(C=O)C=CC1Cl (3,4-dichlorobenzaldehyde), C(OC)COC (dimethoxyethane). Conditions: time 3 hour. Yields the product ClC=1C=C(C=CC1Cl)C=CC(=CC(=O)OCC)C (Ethyl 5-(3,4-dichlorophenyl)-3-methyl-pentadienoate). RXN SMILES: [H-].[Na+].C([C:5]([CH2:18][CH3:19])(P(O)(O)=O)/[C:6](/[CH3:13])=[C:7](\CC)/[C:8]([O-:10])=[O:9])C.[Cl:20][C:21]1[CH:22]=C([CH:26]=[CH:27][C:28]=1[Cl:29])C=O.[CH2:30]([CH2:33]OC)OC>>[Cl:20][C:21]1[CH:22]=[C:19]([CH:18]=[CH:5][C:6]([CH3:13])=[CH:7][C:8]([O:10][CH2:30][CH3:33])=[O:9])[CH:26]=[CH:27][C:28]=1[Cl:29] |f:0.1|. Reported procedure: A suspension of sodium hydride (0.40 g. 10.0 mmol) in anhydrous dimethoxyethane (5 mL) is cooled in a room temperature water bath. While stirring vigorously, triethyl-3-methyl-4-phosphonocrotonate (2.64 g, 10 mmol), is added dropwise over 10 minutes. After gas evolution has stopped, (˜5 minutes) the reaction mixture is treated with a solution of 3,4-dichlorobenzaldehyde (1.75 g, 10 mmol) in anhydrous dimethoxyethane (5 mL). The resulting brown solution is then heated to reflux. After three hours...